From a dataset of the Open Reaction Database (ORD), a public repository of structured organic reaction records. describe an organic reaction: reactants, conditions, products, and yield Reactants: CN(C)C1=NC=CC=C1 (dimethylaminopyridine), OC[C@@H]1CN(CCC1)C(=O)OC(C)(C)C (t-butyl (S)-3-hydroxymethyl-1-piperidinecarboxylate), C(C(C)C)(=O)Cl (isobutyryl chloride). The reagents and catalysts are N1=CC=CC=C1 (pyridine). Yields the product C(C(C)C)(=O)OC[C@@H]1CN(CCC1)C(=O)OC(C)(C)C (t-butyl (S)-3-isobutyroxymethyl-1-piperidinecarboxylate). Reaction SMILES: CN(C1C=CC=CN=1)C.[OH:10][CH2:11][C@H:12]1[CH2:17][CH2:16][CH2:15][N:14]([C:18]([O:20][C:21]([CH3:24])([CH3:23])[CH3:22])=[O:19])[CH2:13]1.[C:25](Cl)(=[O:29])[CH:26]([CH3:28])[CH3:27]>N1C=CC=CC=1>[C:25]([O:10][CH2:11][C@H:12]1[CH2:17][CH2:16][CH2:15][N:14]([C:18]([O:20][C:21]([CH3:24])([CH3:23])[CH3:22])=[O:19])[CH2:13]1)(=[O:29])[CH:26]([CH3:28])[CH3:27]. Procedure details: 170 mg of dimethylaminopyridine and 3.4 mg of pyridine are added to 3.0 g of t-butyl (S)-3-hydroxymethyl-1-piperidinecarboxylate. 1.66 ml of isobutyryl chloride are added dropwise thereto. The reaction mixture is then concentrated. The residue is taken up in ether and the ether phase is washed in succession with 20 ml of citric acid, water; sodium bicarbonate solution and water. After drying and evaporation of the ether phase there are obtained 3.9 g of t-butyl (S)-3-isobutyroxymethyl-1-piperidi... Starting materials: Br.FC1=C(C=C(C=C1)C(F)(F)F)C=1N=C(SC1)N (4-(2-fluoro-5-trifluoromethyl-phenyl)-thiazol-2-ylamine hydrobromide), COC1=CC=C(C=C1)S(=O)(=O)Cl (4-methoxy-benzenesulfonyl chloride), Cl (hydrochloric acid). The solvent is N1=CC=CC=C1 (pyridine). Run at time 30 minute. Product: FC1=C(C=C(C=C1)C(F)(F)F)C=1N=C(SC1)NS(=O)(=O)C1=CC=C(C=C1)OC (N-[4-(2-fluoro-5-trifluoromethyl-phenyl)-thiazol-2-yl]-4-methoxy-benzenesulfonamide). Yield: 41.3%. RXN SMILES: Br.[F:2][C:3]1[CH:8]=[CH:7][C:6]([C:9]([F:12])([F:11])[F:10])=[CH:5][C:4]=1[C:13]1[N:14]=[C:15]([NH2:18])[S:16][CH:17]=1.[CH3:19][O:20][C:21]1[CH:26]=[CH:25][C:24]([S:27](Cl)(=[O:29])=[O:28])=[CH:23][CH:22]=1.Cl>N1C=CC=CC=1>[F:2][C:3]1[CH:8]=[CH:7][C:6]([C:9]([F:10])([F:12])[F:11])=[CH:5][C:4]=1[C:13]1[N:14]=[C:15]([NH:18][S:27]([C:24]2[CH:23]=[CH:22][C:21]([O:20][CH3:19])=[CH:26][CH:25]=2)(=[O:29])=[O:28])[S:16][CH:17]=1 |f:0.1|. Procedure: A mixture of 0.5 g of 4-(2-fluoro-5-trifluoromethyl-phenyl)-thiazol-2-ylamine hydrobromide with 0.33 g of 4-methoxy-benzenesulfonyl chloride was stirred overnight with 2 ml of pyridine. The resulting, red colored suspension was poured into 30 ml of 1N hydrochloric acid and the mixture was extracted lo with ethyl acetate. The organic phase was dried with magnesium sulphate and concentrated. The residue was dissolved in a mixture of 30 ml of ethanol and 20 ml of 2N sodium hydroxide solution. After... Starting materials: BrC=1C=C(C(=C(C(=O)NCC=2C(NC(=CC2CCC)C)=O)C1)C)N(C1CCOCC1)CC (5-bromo-3-(ethyl(tetrahydro-2H-pyran-4-yl)amino)-2-methyl-N-((6-methyl-2-oxo-4-propyl-1,2-dihydropyridin-3-yl)methyl)benzamide), CC1(OB(OC1(C)C)C=1C=CC(=NC1)C=O)C (5-(4,4,5,5-tetramethyl-1,3,2-dioxaborolan-2-yl)picolinaldehyde), C(=O)([O-])[O-].[Na+].[Na+] (Na2CO3). Reagents/catalysts: C=1C=CC(=CC1)[P](C=2C=CC=CC2)(C=3C=CC=CC3)[Pd]([P](C=4C=CC=CC4)(C=5C=CC=CC5)C=6C=CC=CC6)([P](C=7C=CC=CC7)(C=8C=CC=CC8)C=9C=CC=CC9)[P](C=1C=CC=CC1)(C=1C=CC=CC1)C=1C=CC=CC1 (tetrakis). The solvent is O1CCOCC1 (dioxane). Reaction conditions: temperature 100 celsius. Product: C(C)N(C=1C(=C(C(=O)NCC=2C(NC(=CC2CCC)C)=O)C=C(C1)C=1C=NC(=CC1)C=O)C)C1CCOCC1 (3-(ethyl(tetrahydro-2H-pyran-4-yl)amino)-5-(6-formylpyridin-3-yl)-2-methyl-N-((6-methyl-2-oxo-4-propyl-1,2-dihydropyridin-3-yl)methyl)benzamide). Yield: 76.1%. As a reaction SMILES: Br[C:2]1[CH:3]=[C:4]([N:24]([CH2:31][CH3:32])[CH:25]2[CH2:30][CH2:29][O:28][CH2:27][CH2:26]2)[C:5]([CH3:23])=[C:6]([CH:22]=1)[C:7]([NH:9][CH2:10][C:11]1[C:12](=[O:21])[NH:13][C:14]([CH3:20])=[CH:15][C:16]=1[CH2:17][CH2:18][CH3:19])=[O:8].CC1(C)C(C)(C)OB([C:41]2[CH:42]=[CH:43][C:44]([CH:47]=[O:48])=[N:45][CH:46]=2)O1.C([O-])([O-])=O.[Na+].[Na+]>O1CCOCC1.C1C=CC([P]([Pd]([P](C2C=CC=CC=2)(C2C=CC=CC=2)C2C=CC=CC=2)([P](C2C=CC=CC=2)(C2C=CC=CC=2)C2C=CC=CC=2)[P](C2C=CC=CC=2)(C2C=CC=CC=2)C2C=CC=CC=2)(C2C=CC=CC=2)C2C=CC=CC=2)=CC=1>[CH2:31]([N:24]([CH:25]1[CH2:30][CH2:29][O:28][CH2:27][CH2:26]1)[C:4]1[C:5]([CH3:23])=[C:6]([CH:22]=[C:2]([C:41]2[CH:46]=[N:45][C:44]([CH:47]=[O:48])=[CH:43][CH:42]=2)[CH:3]=1)[C:7]([NH:9][CH2:10][C:11]1[C:12](=[O:21])[NH:13][C:14]([CH3:20])=[CH:15][C:16]=1[CH2:17][CH2:18][CH3:19])=[O:8])[CH3:32] |f:2.3.4,^1:65,67,86,105|. Procedure: A solution of 5-bromo-3-(ethyl(tetrahydro-2H-pyran-4-yl)amino)-2-methyl-N-((6-methyl-2-oxo-4-propyl-1,2-dihydropyridin-3-yl)methyl)benzamide (0.5 g, 0.99 mmol), 5-(4,4,5,5-tetramethyl-1,3,2-dioxaborolan-2-yl)picolinaldehyde (0.346 g, 1.48 mmol), and tetrakis (0.114 g, 0.99 mmol) in dioxane (10 mL) was purged with argon for 10 min. To this, aq. Na2CO3 (0.378 g, 3.56 mmol, 1.8 mL) was added and again degassed for 10 min. Reaction mixture was heated at 100° C. for 16 h. On completion, it was concen... As a reaction SMILES: CO.[CH2:3]([O:7][C:8]1[CH:13]=[C:12]([Cl:14])[C:11]([O:15][CH2:16][CH2:17][CH2:18][CH3:19])=[CH:10][C:9]=1[N+:20]([O-:22])=[O:21])[CH2:4][CH2:5][CH3:6].Cl[C:24]1[CH:29]=[CH:28][C:27]([SH:30])=[CH:26][CH:25]=1.C[O-].[Na+]>O>[Cl:14][C:12]1[C:11]([O:15][CH2:16][CH2:17][CH2:18][CH3:19])=[CH:10][C:9]([N+:20]([O-:22])=[O:21])=[C:8]([O:7][CH2:3][CH2:4][CH2:5][CH3:6])[C:13]=1[S:30][C:27]1[CH:28]=[CH:29][CH:24]=[CH:25][CH:26]=1 |f:3.4|. The product is 59, ClC1=C(C(=C(C=C1OCCCC)[N+](=O)[O-])OCCCC)SC1=CC=CC=C1 (4-chlorophenylthio-2,5-dibutoxynitrobenzene). Procedure: To 110 parts of methanol was added 51 parts of 2,5-dibutoxy-4-chloronitrobenzene. The mixture was heated to 50° C. A methanol (50 parts) solution of 25 parts of p-chlorobenzenethiol and 9.8 parts of sodium methylate was added dropwise thereto over a period of about one hour to carry out a reaction. After completion of the dropwise addition, the reaction was further continued under reflux for 5 hours. After completion of the reaction, 85 parts of water were added to the reaction mixture to precip... Reaction conditions: temperature 50 celsius, time 1 hour. The solvent is O (water). Starting materials: CO (methanol), C(CCC)OC1=C(C=C(C(=C1)Cl)OCCCC)[N+](=O)[O-] (2,5-dibutoxy-4-chloronitrobenzene), CO (methanol), 25, ClC1=CC=C(C=C1)S (p-chlorobenzenethiol), C[O-].[Na+] (sodium methylate). Reactants: C(C)C=1C=C(C=NC1)C1=CC2=C(C=N1)C=NN2COCC[Si](C)(C)C (2-[[6-(5-ethyl-3-pyridyl)pyrazolo[4,3-c]pyridin-1-yl]methoxy]ethyl-trimethyl-silane), C1(=CC=CC=C1)OC (anisole), O1CCOCC1 (1,4-dioxane). Solvent: Cl (hydrogen chloride). The product is C(C)C=1C=C(C=NC1)C1=CC2=C(C=N1)C=NN2 (6-(5-ethyl-3-pyridyl)-1H-pyrazolo[4,3-c]pyridine). Isolated yield 174.1%. Reaction SMILES: [CH2:1]([C:3]1[CH:4]=[C:5]([C:9]2[N:14]=[CH:13][C:12]3[CH:15]=[N:16][N:17](COCC[Si](C)(C)C)[C:11]=3[CH:10]=2)[CH:6]=[N:7][CH:8]=1)[CH3:2].C1(OC)C=CC=CC=1.O1CCOCC1>Cl>[CH2:1]([C:3]1[CH:4]=[C:5]([C:9]2[N:14]=[CH:13][C:12]3[CH:15]=[N:16][NH:17][C:11]=3[CH:10]=2)[CH:6]=[N:7][CH:8]=1)[CH3:2]. Procedure: A solution of 2-[[6-(5-ethyl-3-pyridyl)pyrazolo[4,3-c]pyridin-1-yl]methoxy]ethyl-trimethyl-silane (0.2456 mmol; 106.8 mg) and anisole (1.228 mmol; 133 mg; 0.134 ml) in hydrogen chloride, 4.0 M in 1,4-dioxane (20 mmol; 5 ml) was stirred at room temperature overnight. The mixture was concentrated to afford 6-(5-ethyl-3-pyridyl)-1H-pyrazolo[4,3-c]pyridine (˜95.9 mg), which was used without purification. Reactants: FC(C)(F)C1=NC=C(C=N1)C(C#N)N1CCC(CC1)(F)F (2-(2-(1,1-difluoroethyl)pyrimidin-5-yl)-2-(4,4-difluoropiperidin-1-yl)acetonitrile), N (ammonia). Reagents/catalysts: [Ni] (Ra—Ni). Product: FC(C)(F)C1=NC=C(C=N1)C(CN)N1CCC(CC1)(F)F (2-(2-(1,1-difluoroethyl)pyrimidin-5-yl)-2-(4,4-difluoropiperidin-1-yl)ethanamine). RXN SMILES: [F:1][C:2]([C:5]1[N:10]=[CH:9][C:8]([CH:11]([N:14]2[CH2:19][CH2:18][C:17]([F:21])([F:20])[CH2:16][CH2:15]2)[C:12]#[N:13])=[CH:7][N:6]=1)([F:4])[CH3:3].N>[Ni]>[F:4][C:2]([C:5]1[N:10]=[CH:9][C:8]([CH:11]([N:14]2[CH2:19][CH2:18][C:17]([F:20])([F:21])[CH2:16][CH2:15]2)[CH2:12][NH2:13])=[CH:7][N:6]=1)([F:1])[CH3:3]. Reported procedure: 2-(2-(1,1-difluoroethyl)pyrimidin-5-yl)-2-(4,4-difluoropiperidin-1-yl)acetonitrile (39 mg, 0.065 mmol, 50%) was dissolved in ammonia (2034 μl, 4.07 mmol, 2 molar in MeOH) and hydrogenated on H-Cube, by passing the solution over the Ra—Ni catcart 3 times at 60° C. and 60 bar. The solution was concentrated to afford 2-(2-(1,1-difluoroethyl)pyrimidin-5-yl)-2-(4,4-difluoropiperidin-1-yl)ethanamine, which was used crude in the next reaction. Reactants: CCO, [Na+], CCOC(=O)c1ncn2c1C1CCN1C(=O)c1sccc1-2, [OH-], O. Product: O=C(O)c1ncn2c1C1CCN1C(=O)c1sccc1-2. RXN SMILES: [CH3:24][CH2:25][OH:26].[Na+:2].[O:3]=[C:4]1[c:5]2[c:6]([cH:21][cH:22][s:23]2)-[n:7]2[c:8]([c:13]([C:16](=[O:17])[O:18][CH2:19][CH3:20])[n:14][cH:15]2)[CH:9]2[N:10]1[CH2:11][CH2:12]2.[OH-:1].[OH2:27]>>[O:3]=[C:4]1[c:5]2[c:6]([cH:21][cH:22][s:23]2)-[n:7]2[c:8]([c:13]([C:16](=[O:17])[OH:18])[n:14][cH:15]2)[CH:9]2[N:10]1[CH2:11][CH2:12]2.